Dataset: the Open Reaction Database (ORD), a public repository of structured organic reaction records. Task: describe an organic reaction: reactants, conditions, products, and yield Starting materials: ClCC(=O)N(C)OC (2-chloro-N-methoxy-N-methylacetamide), Cl (HCl), C(=O)(O)[O-].[Na+] (NaHCO3), [Li]CCCC (n-BuLi), BrC=1C=CC=C2C=CC=NC12 (8-bromoquinoline). Solvent: C1CCOC1 (THF), CCOCC (Et2O). Conditions: time 22 minute. The product is ClCC(=O)C=1C=CC=C2C=CC=NC12 (2-Chloro-1-quinolin-8-yl-ethanone). Isolated yield 51.1%. RXN SMILES: [Li]CCCC.Br[C:7]1[CH:8]=[CH:9][CH:10]=[C:11]2[C:16]=1[N:15]=[CH:14][CH:13]=[CH:12]2.[Cl:17][CH2:18][C:19](N(OC)C)=[O:20].Cl.C([O-])(O)=O.[Na+]>CCOCC.C1COCC1>[Cl:17][CH2:18][C:19]([C:7]1[CH:8]=[CH:9][CH:10]=[C:11]2[C:16]=1[N:15]=[CH:14][CH:13]=[CH:12]2)=[O:20] |f:4.5|. Procedure: To a solution of n-BuLi (28 mL, 44.0 mmol, 1.6M in hexanes) at −78° C. was added a solution of 8-bromoquinoline (8.5 g, 40.0 mmol) in Et2O (60 mL) over 20 minutes. After stirring for 22 minutes, a solution of 2-chloro-N-methoxy-N-methylacetamide (5.7 g, 41 mmol) in THF (35 mL) was added over 12 minutes (see Tillyer, R. et al; Synlett 225-226, 1996; and Dolling, U. H. et al; U.S. Pat. No. 5,786,515). After 3 hours the reaction was poured into 11 mL, 4N HCl. The aqueous phase was neutralized to pH...